From a dataset of the Open Reaction Database (ORD), a public repository of structured organic reaction records. describe an organic reaction: reactants, conditions, products, and yield Starting materials: CCc1nn2c(-c3c(OC)cc(C)cc3OC)cccc2c1[N+](=O)[O-], CC(=O)O, CCO, O, [Zn]. Product: CCc1nn2c(-c3c(OC)cc(C)cc3OC)cccc2c1N. Reaction SMILES: [CH3:1][O:2][c:3]1[c:4](-[c:12]2[cH:13][cH:14][cH:15][c:16]3[n:17]2[n:18][c:19]([CH2:24][CH3:25])[c:20]3[N+:21]([O-:22])=[O:23])[c:5]([O:10][CH3:11])[cH:6][c:7]([CH3:9])[cH:8]1.[CH3:26][C:27](=[O:28])[OH:29].[CH3:30][CH2:31][OH:32].[OH2:33].[Zn:34]>>[CH3:1][O:2][c:3]1[c:4](-[c:12]2[cH:13][cH:14][cH:15][c:16]3[n:17]2[n:18][c:19]([CH2:24][CH3:25])[c:20]3[NH2:21])[c:5]([O:10][CH3:11])[cH:6][c:7]([CH3:9])[cH:8]1. The reactants are C(C1=CC=CC=C1)(=O)OC(C1N(C(C(C(C1OCC1=CC=CC=C1)OCC1=CC=CC=C1)OCC1=CC=CC=C1)COCC1=CC=CC=C1)CC1=CC=CC=C1)CC=C (3,4,5-tris(phenylmethoxy)-6-[(phenylmethoxy) methyl]-1-(phenylmethyl)-α-(2-propenyl)-2-piperidinemethanol benzoate), solution, [OH-].[Na+] (NaOH), OO (hydrogen peroxide), O (water). Run in O1CCCC1 (tetrahydrofuran), O1CCCC1 (tetrahydrofuran). Reaction conditions: time 20 hour. Product: primary alcohol, C(C1=CC=CC=C1)(=O)OC(CCCO)C1N(C(C(C(C1OCC1=CC=CC=C1)OCC1=CC=CC=C1)OCC1=CC=CC=C1)COCC1=CC=CC=C1)CC1=CC=CC=C1 (1-[3,4,5-tris(phenylmethoxy)-6[(phenylmethoxy) methyl]-1-(phenylmethyl)-2-piperidinyl]-1,4-butanediol 1-benzoate). Reaction SMILES: [C:1]([O:9][CH:10]([CH2:57][CH:58]=[CH2:59])[CH:11]1[CH:16]([O:17][CH2:18][C:19]2[CH:24]=[CH:23][CH:22]=[CH:21][CH:20]=2)[CH:15]([O:25][CH2:26][C:27]2[CH:32]=[CH:31][CH:30]=[CH:29][CH:28]=2)[CH:14]([O:33][CH2:34][C:35]2[CH:40]=[CH:39][CH:38]=[CH:37][CH:36]=2)[CH:13]([CH2:41][O:42][CH2:43][C:44]2[CH:49]=[CH:48][CH:47]=[CH:46][CH:45]=2)[N:12]1[CH2:50][C:51]1[CH:56]=[CH:55][CH:54]=[CH:53][CH:52]=1)(=[O:8])[C:2]1[CH:7]=[CH:6][CH:5]=[CH:4][CH:3]=1.[OH-:60].[Na+].OO.O>O1CCCC1>[C:1]([O:9][CH:10]([CH:11]1[CH:16]([O:17][CH2:18][C:19]2[CH:24]=[CH:23][CH:22]=[CH:21][CH:20]=2)[CH:15]([O:25][CH2:26][C:27]2[CH:32]=[CH:31][CH:30]=[CH:29][CH:28]=2)[CH:14]([O:33][CH2:34][C:35]2[CH:36]=[CH:37][CH:38]=[CH:39][CH:40]=2)[CH:13]([CH2:41][O:42][CH2:43][C:44]2[CH:49]=[CH:48][CH:47]=[CH:46][CH:45]=2)[N:12]1[CH2:50][C:51]1[CH:52]=[CH:53][CH:54]=[CH:55][CH:56]=1)[CH2:57][CH2:58][CH2:59][OH:60])(=[O:8])[C:2]1[CH:7]=[CH:6][CH:5]=[CH:4][CH:3]=1 |f:1.2|. Reported procedure: To a solution of Compound (XIV) (1.80 g; 2.29 mmoles) in tetrahydrofuran (25 mL), cooled at 0° C., was added a 1.0M solution of borane-dimethylsulfide complex in tetrahydrofuran (1.5 mL). The reaction was warmed to room temperature and kept for 20 hours. After cooling to 0° C., 3N NaOH solution (15 mL) and 30W% hydrogen peroxide (0.5 mL) were added, and the suspension was heated under reflux for 1 hour. Upon cooling to room temperature, the suspension was mixed with water (10 mL) and extracted w...